From a dataset of the Open Reaction Database (ORD), a public repository of structured organic reaction records. describe an organic reaction: reactants, conditions, products, and yield Reactants: [N-]=C=O (isocyanate), ClC=1N=C(C(=NC1CC)C(=O)N)NC1=CC=C(C=C1)N1CCC(CC1)N1CCN(CC1)C (5-chloro-6-ethyl-3-({4-[4-(4-methylpiperazin-1-yl)piperidin-1-yl]phenyl}amino)pyrazine-2-carboxamide), C(C)(C)(C)OC(=O)N1CC2(CC1)CNCC2 (2,7-diazaspiro[4.4]nonane-2-carboxylic acid-tert-butyl ester), C(C)(C)N(CC)C(C)C (diisopropylethylamine). The solvent is CN1C(CCC1)=O (N-methylpyrrolidone), CN(C=O)C (N,N-dimethylformamide). Reaction conditions: temperature 140 celsius, time 2 hour. Yields the product C(C=C)(=O)N1CC2(CCN(C2)C=2N=C(C(=NC2CC)C(=O)N)NC2=CC=C(C=C2)N2CCC(CC2)N2CCN(CC2)C)CC1 (5-(7-acryloyl-2,7-diazaspiro[4.4]non-2-yl)-6-ethyl-3-({4-[4-(4-methylpiperazin-1-yl)piperidin-1-yl]phenyl}amino)pyrazine-2-carboxamide). As a reaction SMILES: Cl[C:2]1[N:3]=[C:4]([NH:13][C:14]2[CH:19]=[CH:18][C:17]([N:20]3[CH2:25][CH2:24][CH:23]([N:26]4[CH2:31][CH2:30][N:29]([CH3:32])[CH2:28][CH2:27]4)[CH2:22][CH2:21]3)=[CH:16][CH:15]=2)[C:5]([C:10]([NH2:12])=[O:11])=[N:6][C:7]=1[CH2:8][CH3:9].C(O[C:38]([N:40]1[CH2:44][CH2:43][C:42]2([CH2:48][CH2:47][NH:46][CH2:45]2)[CH2:41]1)=[O:39])(C)(C)C.[CH:49](N(C(C)C)CC)(C)[CH3:50].[N-]=C=O>CN(C)C=O.CN1CCCC1=O>[C:38]([N:40]1[CH2:44][CH2:43][C:42]2([CH2:45][N:46]([C:2]3[N:3]=[C:4]([NH:13][C:14]4[CH:19]=[CH:18][C:17]([N:20]5[CH2:21][CH2:22][CH:23]([N:26]6[CH2:31][CH2:30][N:29]([CH3:32])[CH2:28][CH2:27]6)[CH2:24][CH2:25]5)=[CH:16][CH:15]=4)[C:5]([C:10]([NH2:12])=[O:11])=[N:6][C:7]=3[CH2:8][CH3:9])[CH2:47][CH2:48]2)[CH2:41]1)(=[O:39])[CH:49]=[CH2:50]. Reported procedure: A mixture of 5-chloro-6-ethyl-3-({4-[4-(4-methylpiperazin-1-yl)piperidin-1-yl]phenyl}amino)pyrazine-2-carboxamide (21 mg), 2,7-diazaspiro[4.4]nonane-2-carboxylic acid-tert-butyl ester (41 mg), diisopropylethylamine (16 μL), and N-methylpyrrolidone (0.3 mL) was stirred at 140° C. for 2 hours and a half. To the reaction mixture was added PS-isocyanate (Biotage, 100 mg) at room temperature, N,N-dimethylformamide (1 mL) was added thereto, followed by stirring for 2 hours, and the insoluble matter wa... Product: CCCCCCCNC(=O)N(C)c1cccc(-c2ccc(CCC(=O)O)cc2OCCC(C)C)c1. As a reaction SMILES: [CH2:3]([CH2:4][CH2:5][CH2:6][CH2:7][CH2:8][CH3:9])[NH:10][C:11]([N:12]([CH3:13])[c:14]1[cH:15][c:16](-[c:20]2[c:21]([O:32][CH2:33][CH2:34][CH:35]([CH3:36])[CH3:37])[cH:22][c:23]([CH2:26][CH2:27][C:28](=[O:29])[O:30][CH3:31])[cH:24][cH:25]2)[cH:17][cH:18][cH:19]1)=[O:38].[CH3:39][OH:40].[Na+:2].[OH-:1]>>[CH2:3]([CH2:4][CH2:5][CH2:6][CH2:7][CH2:8][CH3:9])[NH:10][C:11]([N:12]([CH3:13])[c:14]1[cH:15][c:16](-[c:20]2[c:21]([O:32][CH2:33][CH2:34][CH:35]([CH3:36])[CH3:37])[cH:22][c:23]([CH2:26][CH2:27][C:28](=[O:29])[OH:30])[cH:24][cH:25]2)[cH:17][cH:18][cH:19]1)=[O:38]. The reactants are CCCCCCCNC(=O)N(C)c1cccc(-c2ccc(CCC(=O)OC)cc2OCCC(C)C)c1, CO, [Na+], [OH-]. As a reaction SMILES: [CH3:19][OH:20].[OH:1][CH:2]([C:3]([OH:4])=[O:5])[c:6]1[cH:7][cH:8][c:9]([OH:10])[c:11]([OH:12])[cH:13]1.[S:14](=[O:15])(=[O:16])([OH:17])[OH:18]>>[OH:1][CH:2]([C:3]([O:4][CH3:19])=[O:5])[c:6]1[cH:7][cH:8][c:9]([OH:10])[c:11]([OH:12])[cH:13]1. Yields the product COC(=O)C(O)c1ccc(O)c(O)c1. Reactants: CO, O=C(O)C(O)c1ccc(O)c(O)c1, O=S(=O)(O)O. Starting materials: CCOC(=O)C(O[Si](C)(C)C(C)(C)C)c1ccccc1, CC(C)C[Al+]CC(C)C, CCCCCC, [H-], C1CCOC1, O. The product is CC(C)(C)[Si](C)(C)OC(C=O)c1ccccc1. As a reaction SMILES: [C:11]([CH3:12])([CH3:13])([CH3:14])[Si:15]([O:16][CH:17]([C:18](=[O:19])[O:20][CH2:21][CH3:22])[c:23]1[cH:24][cH:25][cH:26][cH:27][cH:28]1)([CH3:29])[CH3:30].[CH2:2]([Al+:3][CH2:4][CH:5]([CH3:6])[CH3:7])[CH:8]([CH3:9])[CH3:10].[CH3:37][CH2:38][CH2:39][CH2:40][CH2:41][CH3:42].[H-:1].[O:31]1[CH2:32][CH2:33][CH2:34][CH2:35]1.[OH2:36]>>[C:11]([CH3:12])([CH3:13])([CH3:14])[Si:15]([O:16][CH:17]([CH:18]=[O:19])[c:23]1[cH:24][cH:25][cH:26][cH:27][cH:28]1)([CH3:29])[CH3:30]. The reactants are CC1=CC=C(C=C1)S (4-Methylthiophenol), C([O-])([O-])=O.[K+].[K+] (potassium carbonate), ditosylated dicyanohydroquinone, product A, CN(C)C=O (DMF). Yields the product CCCC(C)C (isohexane), CC1=CC=C(C=C1)SC1=C(C(C#N)=C(C=C1)SC1=CC=C(C=C1)C)C#N (3,6-Bis(4′-methylphenylthio) phthalonitrile). Isolated yield 52.0%. Reaction SMILES: [CH3:1][C:2]1[CH:7]=[CH:6][C:5]([SH:8])=[CH:4][CH:3]=1.C(=O)([O-])[O-].[K+].[K+].C[N:16]([CH:18]=O)C>>[CH3:5][CH2:4][CH2:3][CH:2]([CH3:7])[CH3:1].[CH3:1][C:2]1[CH:7]=[CH:6][C:5]([S:8][C:2]2[CH:7]=[CH:6][C:5]([S:8][C:5]3[CH:6]=[CH:7][C:2]([CH3:1])=[CH:3][CH:4]=3)=[C:4]([C:18]#[N:16])[C:3]=2[C:18]#[N:16])=[CH:4][CH:3]=1 |f:1.2.3|. Procedure details: 4-Methylthiophenol (3.41 g, 27.5 mmol), potassium carbonate (3.80 g, 27.5 mmol) and ditosylated dicyanohydroquinone (i.e. product A) (5.00 g, 10.7 mmol) in DMF (40 mL) were reacted as described above. The mixture was isolated as described above to give a yellow solid. The solid was purified by flash column chromatography (gradient elution: 5%-10%-30% ethyl acetate:isohexane, finally dichloromethane) to give the title compound as a yellow solid (2.07 g, 52%). [Found: C, 69.9%; H, 4.4%; N, 7.3%; S... Starting materials: C1(=CC=CC=C1)\C=C(\C=O)/C#CCCCCC#C ((E)-2-(Phenylmethylidene)deca-3,9-diyn-1-al), [BH4-].[Na+] (NaBH4). Run in CO (methanol), [OH-].[Na+] (NaOH). Reaction conditions: time 30 minute. Yields the product C1(=CC=CC=C1)\C=C(\CO)/C#CCCCCC#C ((E)-2-(Phenylmethylidene)deca-3,9-diyn-1-ol). The yield is 91.1%. Reaction SMILES: [C:1]1(/[CH:7]=[C:8](\[C:11]#[C:12][CH2:13][CH2:14][CH2:15][CH2:16][C:17]#[CH:18])/[CH:9]=[O:10])[CH:6]=[CH:5][CH:4]=[CH:3][CH:2]=1.[BH4-].[Na+]>CO.[OH-].[Na+]>[C:1]1(/[CH:7]=[C:8](\[C:11]#[C:12][CH2:13][CH2:14][CH2:15][CH2:16][C:17]#[CH:18])/[CH2:9][OH:10])[CH:6]=[CH:5][CH:4]=[CH:3][CH:2]=1 |f:1.2,4.5|. Reported procedure: To a solution of Compound 2 (502 mg, 2.13 mmol) in methanol (20 mL) was added a solution of NaBH4 (80.4 mg, 2.13 mmol) in aqueous NaOH (0.5 N, 5 mL) followed by stirring at room temperature for 30 minutes. The reaction was then quenched with saturated aqueous NH4Cl (50 mL) and extracted with EtOAc (50 mL×2). The combined organic layer was washed with brine, dried over anhydrous MgSO4, filtered, and concentrated in vacuo. The residue was purified by flash column chromatography (silica gel, 20 per... Reactants: BrC1=CC=C(C=C1)[C@H](C)NCC[C@@](CC(C)(O)C)(O)C1=CC=CC=C1 ((S)-6-((S)-1-(4-bromophenyl)ethylamino)-2-methyl-4-phenylhexane-2,4-diol), ClC(=O)OC1=CC=CC=C1 (phenyl chloroformate). Run at temperature 10 celsius, time 10 hour. The product is BrC1=CC=C(C=C1)[C@H](C)N(C(OC1=CC=CC=C1)=O)CC[C@](CC(C)(C)O)(C1=CC=CC=C1)O (phenyl (S)-1-(4-bromophenyl)ethyl((S)-3,5-dihydroxy-5-methyl-3-phenylhexyl)carbamate). As a reaction SMILES: [Br:1][C:2]1[CH:7]=[CH:6][C:5]([C@@H:8]([NH:10][CH2:11][CH2:12][C@:13]([C:20]2[CH:25]=[CH:24][CH:23]=[CH:22][CH:21]=2)([OH:19])[CH2:14][C:15]([CH3:18])([OH:17])[CH3:16])[CH3:9])=[CH:4][CH:3]=1.Cl[C:27]([O:29][C:30]1[CH:35]=[CH:34][CH:33]=[CH:32][CH:31]=1)=[O:28]>>[Br:1][C:2]1[CH:7]=[CH:6][C:5]([C@@H:8]([N:10]([CH2:11][CH2:12][C@@:13]([OH:19])([C:20]2[CH:21]=[CH:22][CH:23]=[CH:24][CH:25]=2)[CH2:14][C:15]([OH:17])([CH3:18])[CH3:16])[C:27](=[O:28])[O:29][C:30]2[CH:35]=[CH:34][CH:33]=[CH:32][CH:31]=2)[CH3:9])=[CH:4][CH:3]=1. Reported procedure: Preparation 2: Using a procedure similar to that described in Preparation 1 above, the reaction mixture from Step 4 above is cooled to about 10° C. and treated drop-wise with phenyl chloroformate (5.2 mL, 41.3 mmol). The reaction mixture is stirred at 20-25° C. for 2-18 hours, extracted with EtOAc, and the organic extract washed with 3N aqueous HCl. The combined organic phases are distilled to remove EtOAc and DME. The resultant solution is treated with heptane (30 mL), cooled to about 5° C., se... Isolated yield 143.7%. Yields the product Cl.COC=1C=C2C=NC=NC2=CC1 (6-methoxyquinazoline hydrochloride). Starting materials: C(C1=CC=CC=C1)OC1=C(C=C2C(=NC=NC2=C1)Cl)OC (7-benzyloxy-4-chloro-6-methoxyquinazoline), ClC1=CC(=C(N)C=C1)F (4-chloro-2-fluoroaniline). Run in CC(C)O (2-propanol). As a reaction SMILES: C(O[C:9]1[CH:18]=[C:17]2[C:12]([C:13]([Cl:19])=[N:14][CH:15]=[N:16]2)=[CH:11][C:10]=1[O:20][CH3:21])C1C=CC=CC=1.ClC1C=CC(N)=C(F)C=1>CC(O)C>[ClH:19].[CH3:21][O:20][C:10]1[CH:11]=[C:12]2[C:17](=[CH:18][CH:9]=1)[N:16]=[CH:15][N:14]=[CH:13]2 |f:3.4|. Procedure details: A solution of 7-benzyloxy-4-chloro-6-methoxyquinazoline (1.2 g, 4 mmol), (prepared as described for the starting material in Example 1), and 4-chloro-2-fluoroaniline (444 μl, 4 mmol) in 2-propanol (40 ml) was refluxed for 1.5 hours. After cooling, the precipitate was collected by filtration, washed with 2-propanol then ether and dried under vacuum to give 7-benzyloxy-44-chloro-2-fluoroanilino)6-methoxyquinazoline hydrochloride (1.13 g. 64%).